describe an organic reaction: reactants, conditions, products, and yield From a dataset of the Open Reaction Database (ORD), a public repository of structured organic reaction records. Starting materials: CO, CCO, Cl, [H][H], COC(=O)c1ccc(CN=[N+]=[N-])cc1O, O. Product: Cl, COC(=O)c1ccc(CN)cc1O. Reaction SMILES: [CH3:19][OH:20].[CH3:22][CH2:23][OH:24].[ClH:16].[H:17][H:18].[N:1](=[N+:2]=[N-:3])[CH2:4][c:5]1[cH:6][c:7]([OH:15])[c:8]([C:9](=[O:10])[O:11][CH3:12])[cH:13][cH:14]1.[OH2:21]>>[ClH:16].[NH2:1][CH2:4][c:5]1[cH:6][c:7]([OH:15])[c:8]([C:9](=[O:10])[O:11][CH3:12])[cH:13][cH:14]1. Starting materials: ice water, Cl.CN (methylamine hydrochloride), N1=CC=CC=C1 (pyridine), ClNC(OC1=CC=CC=C1)=O (phenyl chlorocarbamate). The solvent is CN(C=O)C (N,N-dimethylformamide). Run at temperature 5 celsius. Product: CNC(OC1=CC=CC=C1)=O (Phenyl methylcarbamate). Yield: 65.4%. Reaction SMILES: Cl.CN.N1C=CC=C[CH:5]=1.Cl[NH:11][C:12](=[O:20])[O:13][C:14]1[CH:19]=[CH:18][CH:17]=[CH:16][CH:15]=1>CN(C)C=O>[CH3:5][NH:11][C:12](=[O:20])[O:13][C:14]1[CH:19]=[CH:18][CH:17]=[CH:16][CH:15]=1 |f:0.1|. Reported procedure: A mixture of commercially available methylamine hydrochloride (50 g, 0.74 mol), pyridine (124 mL, 1.53 mol), and N,N-dimethylformamide (500 mL) was stirred at 5° C., and commercially available phenyl chlorocarbamate (94 mL, 0.75 mol) was added dropwise over 2 hours. After the dripping was complete, the mixture was stirred under nitrogen atmosphere at room temperature for 16 hours. The reaction mixture was added to ice water (2 L) and extracted with ethyl acetate (1.5 L) twice. The organic layer ... Reactants: ClC1=CC=C(C=C1)C(C=1C=C2C(=CC=NC2=C(C1)Br)Br)C1=CC=C(C=C1)Cl (6-(bis(4-chlorophenyl)methyl)-4,8-dibromoquinoline), FC(S(=O)(=O)N1CCC(CC1)N)(F)F (1-((trifluoromethyl)sulfonyl)piperidin-4-amine), C(=O)([O-])[O-].[Cs+].[Cs+] (Cs2CO3), O1CCOCC1 (1,4-dioxane). The reagents and catalysts are C=1C=CC(=CC1)/C=C/C(=O)/C=C/C2=CC=CC=C2.C=1C=CC(=CC1)/C=C/C(=O)/C=C/C2=CC=CC=C2.C=1C=CC(=CC1)/C=C/C(=O)/C=C/C2=CC=CC=C2.[Pd].[Pd] (Pd2(dba)3), C1=CC=C(C=C1)P([C-]2C=CC=C2)C3=CC=CC=C3.C1=CC=C(C=C1)P([C-]2C=CC=C2)C3=CC=CC=C3.[Fe+2] (dppf). Run in CCOC(=O)C (EtOAc), O (water). Run at temperature 95 celsius. Yields the product ClC1=CC=C(C=C1)C(C=1C=C2C(=CC=NC2=C(C1)Br)NC1CCN(CC1)S(=O)(=O)C(F)(F)F)C1=CC=C(C=C1)Cl (6-(bis(4-chlorophenyl)methyl)-8-bromo-N-(1-((trifluoromethyl)sulfonyl)piperidin-4-yl)quinolin-4-amine). Reaction SMILES: [Cl:1][C:2]1[CH:7]=[CH:6][C:5]([CH:8]([C:21]2[CH:26]=[CH:25][C:24]([Cl:27])=[CH:23][CH:22]=2)[C:9]2[CH:10]=[C:11]3[C:16](=[C:17]([Br:19])[CH:18]=2)[N:15]=[CH:14][CH:13]=[C:12]3Br)=[CH:4][CH:3]=1.[F:28][C:29]([F:41])([F:40])[S:30]([N:33]1[CH2:38][CH2:37][CH:36]([NH2:39])[CH2:35][CH2:34]1)(=[O:32])=[O:31].C([O-])([O-])=O.[Cs+].[Cs+].O1CCOCC1>CCOC(C)=O.O.C1C=CC(/C=C/C(/C=C/C2C=CC=CC=2)=O)=CC=1.C1C=CC(/C=C/C(/C=C/C2C=CC=CC=2)=O)=CC=1.C1C=CC(/C=C/C(/C=C/C2C=CC=CC=2)=O)=CC=1.[Pd].[Pd].C1C=CC(P(C2C=CC=CC=2)[C-]2C=CC=C2)=CC=1.C1C=CC(P(C2C=CC=CC=2)[C-]2C=CC=C2)=CC=1.[Fe+2]>[Cl:27][C:24]1[CH:23]=[CH:22][C:21]([CH:8]([C:5]2[CH:4]=[CH:3][C:2]([Cl:1])=[CH:7][CH:6]=2)[C:9]2[CH:10]=[C:11]3[C:16](=[C:17]([Br:19])[CH:18]=2)[N:15]=[CH:14][CH:13]=[C:12]3[NH:39][CH:36]2[CH2:37][CH2:38][N:33]([S:30]([C:29]([F:40])([F:41])[F:28])(=[O:32])=[O:31])[CH2:34][CH2:35]2)=[CH:26][CH:25]=1 |f:2.3.4,8.9.10.11.12,13.14.15|. Procedure: A mixture of 6-(bis(4-chlorophenyl)methyl)-4,8-dibromoquinoline (40 mg, 0.0766 mmol), 1-((trifluoromethyl)sulfonyl)piperidin-4-amine (22.6 mg, 0.0843 mmol), Pd2(dba)3 (3.5 mg, 0.00383 mmol), dppf (7.2 mg, 0.013 mmol), Cs2CO3 (62.4 mg, 0.192 mmol) and 1,4-dioxane (0.9 mL) was heated under argon to 95° C. overnight. The reaction was diluted with EtOAc and water. The aqueous layer was extracted with EtOAc. The combined organics were concentrated and purified by silica column (45% EtOAc/hexanes) chr... RXN SMILES: [C:1]([CH3:2])([CH3:3])([CH3:4])[O:5][C:6](=[O:7])[NH:8][c:9]1[s:10][cH:11][c:12]([CH2:19][CH:20]([CH3:21])[CH3:22])[c:13]1[C:14](=[O:15])[O:16][CH2:17][CH3:18].[C:23]([O:24][C:25]([N:26]([C:27]([O:28][C:29]([CH3:30])([CH3:31])[CH3:32])=[O:33])[c:34]1[s:35][cH:36][c:37]([CH2:38][CH:39]([CH3:40])[CH3:41])[c:42]1[C:43]([O:44][CH2:45][CH3:46])=[O:47])=[O:48])([CH3:49])([CH3:50])[CH3:51].[CH3:54][C:55](=[O:56])[OH:57].[CH3:58][OH:59].[K+:53].[OH-:52].[OH2:60]>>[C:1]([CH3:2])([CH3:3])([CH3:4])[O:5][C:6](=[O:7])[NH:8][c:9]1[s:10][cH:11][c:12]([CH2:19][CH:20]([CH3:21])[CH3:22])[c:13]1[C:14](=[O:15])[OH:16]. Product: CC(C)Cc1csc(NC(=O)OC(C)(C)C)c1C(=O)O. Reactants: CCOC(=O)c1c(CC(C)C)csc1NC(=O)OC(C)(C)C, CCOC(=O)c1c(CC(C)C)csc1N(C(=O)OC(C)(C)C)C(=O)OC(C)(C)C, CC(=O)O, CO, [K+], [OH-], O. The reactants are C([O-])(O)=O.[Na+] (sodium bicarbonate), ClC=1C=CC(=C(C1)C(C(F)(F)F)(C)O)OC (2-(5-Chloro-2-methoxyphenyl)-1,1,1-trifluoropropan-2-ol), S(=O)(Cl)Cl (thionyl chloride), N1=CC=CC=C1 (pyridine). Run at temperature 40 celsius. Product: ClC1=CC(=C(C=C1)OC)C(C(F)(F)F)(C)Cl (4-chloro-2-(2-chloro-1,1,1-trifluoropropan-2-yl)-1-methoxybenzene). As a reaction SMILES: [Cl:1][C:2]1[CH:3]=[CH:4][C:5]([O:15][CH3:16])=[C:6]([C:8](O)([CH3:13])[C:9]([F:12])([F:11])[F:10])[CH:7]=1.S(Cl)([Cl:19])=O.N1C=CC=CC=1.C(=O)(O)[O-].[Na+]>>[Cl:1][C:2]1[CH:3]=[CH:4][C:5]([O:15][CH3:16])=[C:6]([C:8]([Cl:19])([CH3:13])[C:9]([F:12])([F:11])[F:10])[CH:7]=1 |f:3.4|. Procedure details: 2-(5-Chloro-2-methoxyphenyl)-1,1,1-trifluoropropan-2-ol (C45) (1.20 g, 4.71 mmol) was treated with thionyl chloride (4 mL, 50 mmol), followed by pyridine (19.1 μL, 0.236 mmol). The reaction mixture was heated at 40° C. for 16 hours, then poured into a mixture of ice and saturated aqueous sodium bicarbonate solution. The resulting mixture was extracted with dichloromethane (3×50 mL), and the combined organic layers were dried over magnesium sulfate, filtered, and concentrated under reduced pressu... Starting materials: [C@@H]1([C@@H](O)[C@H](O)[C@H](O1)CO)N1C=NC=2C(NC=CC21)=O (1-β-D-arabinofuranosyl-1,5-dihydro-4H-imidazo[4,5-c]pyridin-4-one), C(C)(=O)OC(C)=O (acetic anhydride). The reagents and catalysts are CN(C1=CC=NC=C1)C (p-dimethylaminopyridine). The solvent is N1=CC=CC=C1 (pyridine). Product: C(C)(=O)O[C@@H]1[C@@H](O[C@@H]([C@H]1OC(C)=O)COC(C)=O)N1C=NC=2C(NC=CC21)=O (1-(2,3,5-tri-O-acetyl-β-D-arabinofuranosyl)-1,5-dihydro-4H-imidazo[4,5-c]pyridin-4-one). Reaction SMILES: [C@@H:1]1([N:10]2[C:18]3[CH:17]=[CH:16][NH:15][C:14](=[O:19])[C:13]=3[N:12]=[CH:11]2)[O:7][C@H:6]([CH2:8][OH:9])[C@@H:4]([OH:5])[C@@H:2]1[OH:3].C(O[C:24](=[O:26])[CH3:25])(=O)C>CN(C)C1C=CN=CC=1.N1C=CC=CC=1>[C:2]([O:3][C@H:2]1[C@H:4]([O:5][C:4](=[O:5])[CH3:6])[C@@H:6]([CH2:8][O:9][C:24](=[O:26])[CH3:25])[O:7][C@H:1]1[N:10]1[C:18]2[CH:17]=[CH:16][NH:15][C:14](=[O:19])[C:13]=2[N:12]=[CH:11]1)(=[O:3])[CH3:1]. Procedure details: A solution of 3.0 g of 1-β-D-arabinofuranosyl-1,5-dihydro-4H-imidazo[4,5-c]pyridin-4-one, eight ml of acetic anhydride, 150 ml of pyridine, and 50 mg of p-dimethylaminopyridine is stirred at room temperature for 24 hours, evaporated in vacuo, co-evaporated with xylenes, and distributed between water and ethyl acetate. The ethyl acetate layer is washed with saturated NaHCO3 and dried with MgSO4. Removal of the ethyl acetate provides 1-(2,3,5-tri-O-acetyl-β-D-arabinofuranosyl)-1,5-dihydro-4H-imida... The product is CCCCN(C1CC(NC(C1)(C)C)(C)C)C2=NC(=NC=N2)N(CCCCCCNC3CC(NC(C3)(C)C)(C)C)C4CC(NC(C4)(C)C)(C)C.N=O (Chimassorb 2020 nitroxyl). As a reaction SMILES: [CH3:1][CH2:2][CH2:3][CH2:4][N:5]([C:16]1[N:21]=[CH:20][N:19]=[C:18]([N:22]([CH:40]2[CH2:45][C:44]([CH3:47])([CH3:46])[NH:43][C:42]([CH3:49])([CH3:48])[CH2:41]2)[CH2:23][CH2:24][CH2:25][CH2:26][CH2:27][CH2:28][NH:29][CH:30]2[CH2:35][C:34]([CH3:37])([CH3:36])[NH:33][C:32]([CH3:39])([CH3:38])[CH2:31]2)[N:17]=1)[CH:6]1[CH2:11][C:10]([CH3:13])([CH3:12])[NH:9][C:8]([CH3:15])([CH3:14])[CH2:7]1.OO.[OH2:52].O.O.O.O.O.O.O.O.O.C(=O)([O-])[O-].[Na+].[Na+]>C(O)(C)(C)C>[CH3:1][CH2:2][CH2:3][CH2:4][N:5]([C:16]1[N:21]=[CH:20][N:19]=[C:18]([N:22]([CH:40]2[CH2:45][C:44]([CH3:47])([CH3:46])[NH:43][C:42]([CH3:48])([CH3:49])[CH2:41]2)[CH2:23][CH2:24][CH2:25][CH2:26][CH2:27][CH2:28][NH:29][CH:30]2[CH2:31][C:32]([CH3:39])([CH3:38])[NH:33][C:34]([CH3:37])([CH3:36])[CH2:35]2)[N:17]=1)[CH:6]1[CH2:11][C:10]([CH3:12])([CH3:13])[NH:9][C:8]([CH3:14])([CH3:15])[CH2:7]1.[NH:5]=[O:52] |f:2.3.4.5.6.7.8.9.10.11.12.13.14,16.17|. Reported procedure: 100 g Chimassorb 2020® (commercial product of Ciba Specialty Chemicals Inc.) in t-butanol is reacted with 120 g 50% hydrogen peroxide in the presence of 3 g sodium carbonate decahydrate to afford the Chimassorb 2020-nitroxyl after approximately 7-9 hrs. of reaction at 75° C. The batch is treated with sodium sulfite solution to destroy unreacted peroxides and then the aqueous layer is split off. The batch pH is brought to 7 with a trace of glacial acetic acid. Additional 140 g t-butanol is added,... Reactants: CCCCN(C1CC(NC(C1)(C)C)(C)C)C2=NC(=NC=N2)N(CCCCCCNC3CC(NC(C3)(C)C)(C)C)C4CC(NC(C4)(C)C)(C)C (Chimassorb 2020), OO (hydrogen peroxide), O.O.O.O.O.O.O.O.O.O.C([O-])([O-])=O.[Na+].[Na+] (sodium carbonate decahydrate). Run in C(C)(C)(C)O (t-butanol). The reactants are NC1CC1, Clc1nc(N2CCOCC2)c2sc(CN3CCC(NCC4CC4)CC3)cc2n1. Product: Clc1nc(N2CCOCC2)c2sc(CN3CCC(NC4CC4)CC3)cc2n1. RXN SMILES: [CH:29]1([NH2:32])[CH2:30][CH2:31]1.[Cl:1][c:2]1[n:3][c:4]([N:23]2[CH2:24][CH2:25][O:26][CH2:27][CH2:28]2)[c:5]2[c:6]([n:7]1)[cH:8][c:9]([CH2:11][N:12]1[CH2:13][CH2:14][CH:15]([NH:18][CH2:19][CH:20]3[CH2:21][CH2:22]3)[CH2:16][CH2:17]1)[s:10]2>>[Cl:1][c:2]1[n:3][c:4]([N:23]2[CH2:24][CH2:25][O:26][CH2:27][CH2:28]2)[c:5]2[c:6]([n:7]1)[cH:8][c:9]([CH2:11][N:12]1[CH2:13][CH2:14][CH:15]([NH:18][CH:29]3[CH2:30][CH2:31]3)[CH2:16][CH2:17]1)[s:10]2. Starting materials: C(C)(C)(C)OC(=O)NCCCCCCBr (N-(tert-butoxycarbonyl)-6-bromo-hexylamine), O (water), OC1=NC2=CC=CC=C2C=C1 (2-Hydroxyquinoline), [H-].[Na+] (sodium hydride). Solvent: CN(C=O)C (N,N-dimethylformamide), CN(C=O)C (N,N-dimethylformamide). Conditions: temperature 60 celsius, time 30 minute. The product is C(C)(C)(C)OC(=O)NCCCCCCN1C(C=CC2=CC=CC=C12)=O (1-[6-(N-tert-Butoxycarbonylamino)-1-hexyl]-1,2-dihydroquinoline-2-one). Reaction SMILES: [OH:1][C:2]1[CH:11]=[CH:10][C:9]2[C:4](=[CH:5][CH:6]=[CH:7][CH:8]=2)[N:3]=1.[H-].[Na+].[C:14]([O:18][C:19]([NH:21][CH2:22][CH2:23][CH2:24][CH2:25][CH2:26][CH2:27]Br)=[O:20])([CH3:17])([CH3:16])[CH3:15].O>CN(C)C=O>[C:14]([O:18][C:19]([NH:21][CH2:22][CH2:23][CH2:24][CH2:25][CH2:26][CH2:27][N:3]1[C:4]2[C:9](=[CH:8][CH:7]=[CH:6][CH:5]=2)[CH:10]=[CH:11][C:2]1=[O:1])=[O:20])([CH3:17])([CH3:16])[CH3:15] |f:1.2|. Procedure: 2-Hydroxyquinoline (640 mg) was added to a suspension of 600% sodium hydride (205 mg) in N,N-dimethylformamide (15 ml) and the mixture was stirred at 60° C. for 30 minutes. After cooling in ice a solution of N-(tert-butoxycarbonyl)-6-bromo-hexylamine (1.25 g) (Helv. Chim. Acta 76 891 (1993)) in N,N-dimethylformamide (10 ml) was added dropwise and stirring was continued overnight at room temperature. Ice and water were added and the mixture was extracted three times with ethyl acetate. The organi... As a reaction SMILES: FC(F)(F)S(O[C:7]1[CH:16]=[CH:15][C:14]2[CH2:13][CH2:12][CH:11]([NH:17][C:18]([O:20][CH2:21][CH3:22])=[O:19])[CH:10]([CH2:23][C:24]3[CH:29]=[CH:28][C:27]([Cl:30])=[C:26]([Cl:31])[CH:25]=3)[C:9]=2[CH:8]=1)(=O)=O.[CH3:34][N:35](C)C=O>[C-]#N.[Zn+2].[C-]#N>[C:34]([C:7]1[CH:8]=[C:9]2[C:14]([CH2:13][CH2:12][CH:11]([NH:17][C:18](=[O:19])[O:20][CH2:21][CH3:22])[CH:10]2[CH2:23][C:24]2[CH:29]=[CH:28][C:27]([Cl:30])=[C:26]([Cl:31])[CH:25]=2)=[CH:15][CH:16]=1)#[N:35] |f:2.3.4|. Reaction conditions: time 35 minute. Reagents/catalysts: [C-]#N.[Zn+2].[C-]#N (zinc cyanide). Procedure details: 8-(3,4-Dichlorobenzyl)-7-[(ethoxycarbonyl)amino]-5,6,7,8-tetrahydronaphthalen-2-yl trifluoromethanesulfonate (250 mg, 0.475 mmol), zinc cyanide (139 mg, 1.187 mmol) and tetrakistriphenyl palladium (82 mg, 0.071 mmol) in dimethylformamide (5 mL) were heated in the microwave at 120° C. (100 W) under stirring for 35 min. The solvent was evaporated in vacuo and the crude product was partitioned between ethyl acetate (40 mL) and water (30 mL). The aqueous layer was extracted with ethyl acetate one mo... Starting materials: FC(S(=O)(=O)OC1=CC=2C(C(CCC2C=C1)NC(=O)OCC)CC1=CC(=C(C=C1)Cl)Cl)(F)F (8-(3,4-Dichlorobenzyl)-7-[(ethoxycarbonyl)amino]-5,6,7,8-tetrahydronaphthalen-2-yl trifluoromethanesulfonate), tetrakistriphenyl palladium, CN(C=O)C (dimethylformamide). The product is C(#N)C1=CC=C2CCC(C(C2=C1)CC1=CC(=C(C=C1)Cl)Cl)NC(OCC)=O (Ethyl [7-cyano-1-(3,4-dichlorobenzyl)-1,2,3,4-tetrahydronaphthalen-2-yl]carbamate).